This data is from the Open Reaction Database (ORD), a public repository of structured organic reaction records. The task is: describe an organic reaction: reactants, conditions, products, and yield Reaction conditions: temperature 40 celsius. RXN SMILES: [Cl:1][C:2]1[CH:7]=[CH:6][C:5]([S:8][CH2:9][C:10]([C:12]2[CH:17]=[CH:16][CH:15]=[CH:14][CH:13]=2)=[O:11])=[CH:4][CH:3]=1.I([O-])(=O)(=O)=[O:19].[Na+]>COCCOC>[Cl:1][C:2]1[CH:3]=[CH:4][C:5]([S:8]([CH2:9][C:10]([C:12]2[CH:13]=[CH:14][CH:15]=[CH:16][CH:17]=2)=[O:11])=[O:19])=[CH:6][CH:7]=1 |f:1.2|. The solvent is COCCOC (1,2-dimethoxyethane). The reactants are ClC1=CC=C(C=C1)SCC(=O)C1=CC=CC=C1 (4-chloro-2-(phenylthio)acetophenone), I(=O)(=O)(=O)[O-].[Na+] (sodium periodate). Reported procedure: To a vigorously stirred solution of 199 g. (0.75 mole) of 4-chloro-2-(phenylthio)acetophenone in 2 liters of 1,2-dimethoxyethane (glyme) is added a solution of 175.5 g. (0.825 mole) of sodium periodate; the mixture is heated at 40°C for 7 days. The mixture is then filtered from the inorganic materials and the glyme distilled from the filtrate to give a slurry of crystals. These are filtered and this mixture of sulfoxide and starting material is separated from the inorganic contaminants by extrac... The product is ClC1=CC=C(C=C1)S(=O)CC(=O)C1=CC=CC=C1 (4-Chloro-2-(phenylsulfinyl)acetophenone). The reactants are COC=1C=C(C=C(C1)OC)C1=CC2=C(N=C(N=C2)SC)N(C1=N)CC (6-(3,5-Dimethoxy-phenyl)-8-ethyl-2-methylsulfanyl-8H-pyrido[2,3-d]pyrimidin-7-ylideneamine), COC=1C=C(C=C(C1)OC)C1=CC2=C(N=C(N=C2)SC)N(C1=N)CC (6-(3,5-dimethoxy-phenyl)-8-ethyl-2-methylsulfanyl-8H-pyrido[2,3-d]pyrimidin-7-ylideneamine), C(C)(=O)OC(C)=O (acetic anhydride). Solvent: COC(C)(C)C (t-butyl methyl ether). The product is COC=1C=C(C=C(C1)OC)C1=CC2=C(N=C(N=C2)SC)N(C1=NC(C)=O)CC (N-[6-(3,5-Dimethoxy-phenyl)-8-ethyl-2-methylsulfanyl-8H-pyrido[2,3-d]pyrimidin-7-ylidene]-acetamide). The yield is 78.0%. Reaction SMILES: [CH3:1][O:2][C:3]1[CH:4]=[C:5]([C:11]2[C:22](=[NH:23])[N:21]([CH2:24][CH3:25])[C:14]3[N:15]=[C:16]([S:19][CH3:20])[N:17]=[CH:18][C:13]=3[CH:12]=2)[CH:6]=[C:7]([O:9][CH3:10])[CH:8]=1.[C:26](OC(=O)C)(=[O:28])[CH3:27]>COC(C)(C)C>[CH3:10][O:9][C:7]1[CH:6]=[C:5]([C:11]2[C:22](=[N:23][C:26](=[O:28])[CH3:27])[N:21]([CH2:24][CH3:25])[C:14]3[N:15]=[C:16]([S:19][CH3:20])[N:17]=[CH:18][C:13]=3[CH:12]=2)[CH:4]=[C:3]([O:2][CH3:1])[CH:8]=1. Procedure: A mixture of the product of Example 4, 6-(3,5-dimethoxy-phenyl)-8-ethyl-2-methylsulfanyl-8H-pyrido[2,3-d]pyrimidin-7-ylideneamine (50.0 g, 0.145 mol), and acetic anhydride (150 mL) were heated with stirring until reflux at which point all the starting material dissolved. The reaction mixture was heated at reflux for 5 minutes, cooled in an ice bath, and t-butyl methyl ether added. The product was collected by filtration, washed with acetic anhydride (50 mL) and ether (100 mL) to afford 43.7 g (7...